Dataset: the Open Reaction Database (ORD), a public repository of structured organic reaction records. Task: describe an organic reaction: reactants, conditions, products, and yield Reactants: C(C)(C)(C)OC(=O)N1CCC(CC1)N1N=CC(=C1)C(NC1=NN(C2=CC=C(C=C12)S(=O)(=O)C1=CC(=CC(=C1)F)F)C(C1=CC=CC=C1)(C1=CC=CC=C1)C1=CC=CC=C1)=O (4-{4-[5-(3,5-difluoro-benzenesulfonyl)-1-trityl-1H-indazol-3-ylcarbamoyl]-pyrazol-1-yl}-piperidine-1-carboxylic acid tert-butyl ester), Cl (hydrochloric acid), CO (Methanol). The solvent is O1CCOCC1 (1,4-dioxane), O1CCOCC1 (1,4-dioxane). Run at time 8 hour. Yields the product FC=1C=C(C=C(C1)F)S(=O)(=O)C=1C=C2C(=NNC2=CC1)NC(=O)C=1C=NN(C1)C1CCNCC1 (1-Piperidin-4-yl-1H-pyrazole-4-carboxylic acid [5-(3,5-difluoro-benzenesulfonyl)-1H-indazol-3-yl]-amide). Reaction SMILES: C(OC([N:8]1[CH2:13][CH2:12][CH:11]([N:14]2[CH:18]=[C:17]([C:19](=[O:60])[NH:20][C:21]3[C:29]4[C:24](=[CH:25][CH:26]=[C:27]([S:30]([C:33]5[CH:38]=[C:37]([F:39])[CH:36]=[C:35]([F:40])[CH:34]=5)(=[O:32])=[O:31])[CH:28]=4)[N:23](C(C4C=CC=CC=4)(C4C=CC=CC=4)C4C=CC=CC=4)[N:22]=3)[CH:16]=[N:15]2)[CH2:10][CH2:9]1)=O)(C)(C)C.Cl.CO>O1CCOCC1>[F:40][C:35]1[CH:34]=[C:33]([S:30]([C:27]2[CH:28]=[C:29]3[C:24](=[CH:25][CH:26]=2)[NH:23][N:22]=[C:21]3[NH:20][C:19]([C:17]2[CH:16]=[N:15][N:14]([CH:11]3[CH2:12][CH2:13][NH:8][CH2:9][CH2:10]3)[CH:18]=2)=[O:60])(=[O:31])=[O:32])[CH:38]=[C:37]([F:39])[CH:36]=1. Procedure: The crude 4-{4-[5-(3,5-difluoro-benzenesulfonyl)-1-trityl-1H-indazol-3-ylcarbamoyl]-pyrazol-1-yl}-piperidine-1-carboxylic acid tert-butyl ester was dissolved into 15 mL of 1,4-dioxane and added with 3 mL of 4M hydrochloric acid in 1,4-dioxane and stirred at room temperature overnight. Methanol was then added and the mixture stirred for additional 2 hours. The volatiles were removed under reduced pressure, the residue re-dissolved into ethyl acetate, washed with 10% ammonium hydroxide in water, d... Reactants: ClC1=CC(=C(C=C1C(C)C)S(=O)(=O)Cl)C(C)C (4-chloro-2,5-diisopropylbenzenesulfonyl chloride), BrC1=CC(=C(C=C1C(C)CC)S(=O)(=O)Cl)C(C)CC (4-bromo-2,5-di-sec-butylbenzenesulfonyl chloride). The product is ClC1=CC(=C(C=C1C(C)C)S)C(C)C (4-Chloro-2,5-diisopropylbenzenethiol). RXN SMILES: [Cl:1][C:2]1[C:7]([CH:8]([CH3:10])[CH3:9])=[CH:6][C:5]([S:11](Cl)(=O)=O)=[C:4]([CH:15]([CH3:17])[CH3:16])[CH:3]=1.BrC1C(C(CC)C)=CC(S(Cl)(=O)=O)=C(C(CC)C)C=1>>[Cl:1][C:2]1[C:7]([CH:8]([CH3:9])[CH3:10])=[CH:6][C:5]([SH:11])=[C:4]([CH:15]([CH3:17])[CH3:16])[CH:3]=1. Procedure details: 4-Chloro-2,5-diisopropylbenzenethiol was prepared by the procedure of Example 2B except that 4-chloro-2,5-diisopropylbenzenesulfonyl chloride was substituted for the 4-bromo-2,5-di-sec-butylbenzenesulfonyl chloride. The resulting product had a boiling point of 93°-95°C at 0.3 mm Hg. Reactants: COC1=NC(=CC(=N1)O)O (2-methoxy-4,6-dihydroxypyrimidine), [OH-].[Na+] (sodium hydroxide), [OH-].[Na+] (sodium hydroxide), S(=O)(=O)(OC)OC (dimethyl sulphate). Run in CCOCC.C(Cl)(Cl)Cl (ether chloroform). Conditions: time 1 hour. The product is COC1=NC(=CC(=N1)OC)O (2-Methoxy-4-methoxy-6-hydroxypyrimidine). As a reaction SMILES: [CH3:1][O:2][C:3]1[N:8]=[C:7]([OH:9])[CH:6]=[C:5]([OH:10])[N:4]=1.[OH-].[Na+].S(OC)(O[CH3:17])(=O)=O>CCOCC.C(Cl)(Cl)Cl>[CH3:1][O:2][C:3]1[N:8]=[C:7]([O:9][CH3:17])[CH:6]=[C:5]([OH:10])[N:4]=1 |f:1.2,4.5|. Procedure details: 142 g (1 mol) of 2-methoxy-4,6-dihydroxypyrimidine are added while stirring to 500 cc of sodium hydroxide solution 2N and the mixture is stirred at 50° for 1 hour. Subsequently it is cooled to room temperature and 139 g (1.1 mol) of dimethyl sulphate are added dropwise while stirring; by the addition of sodium hydroxide solution 2N the pH value is kept at between 8.0 and 8.2. The mixture is stirred at 50° for a further 2 hours, cooled to room temperature and extracted with chloroform. After dryi... The reactants are O=C([O-])[O-], CN1CCNCC1, CN(C)C=O, O=Cc1ccc(F)cc1, [K+], [K+]. Yields the product CN1CCN(c2ccc(C=O)cc2)CC1. As a reaction SMILES: [C:17](=[O:18])([O-:19])[O-:20].[CH3:10][N:11]1[CH2:12][CH2:13][NH:14][CH2:15][CH2:16]1.[CH3:23][N:24]([CH3:25])[CH:26]=[O:27].[F:1][c:2]1[cH:3][cH:4][c:5]([CH:6]=[O:7])[cH:8][cH:9]1.[K+:21].[K+:22]>>[c:2]1([N:14]2[CH2:13][CH2:12][N:11]([CH3:10])[CH2:16][CH2:15]2)[cH:3][cH:4][c:5]([CH:6]=[O:7])[cH:8][cH:9]1. Reactants: C(C)(C)N1CCC(CC1)O (1-isopropyl-piperidin-4-ol), C(CCC)P(CCCC)CCCC (tributylphosphine), N(=NC(=O)N1CCCCC1)C(=O)N1CCCCC1 (1,1′-(azodicarbonyl)dipiperidine), OC1=CC=2C=C3N(C2C=C1)CCNC3=O (8-hydroxy-3,4-dihydro-2H-pyrazino[1,2-a]indol-1-one). The solvent is O1CCCC1 (tetrahydrofuran), O1CCCC1 (tetrahydrofuran), O1CCCC1 (tetrahydrofuran). Run at temperature 0 celsius, time 60 minute. The product is C(C)(C)N1CCC(CC1)OC1=CC=2C=C3N(C2C=C1)CCNC3=O (8-(1-Isopropyl-piperidin-4-yloxy)-3,4-dihydro-2H-pyrazino[1,2-a]indol-1-one). Yield: 205.2%. RXN SMILES: [OH:1][C:2]1[CH:10]=[CH:9][C:8]2[N:7]3[CH2:11][CH2:12][NH:13][C:14](=[O:15])[C:6]3=[CH:5][C:4]=2[CH:3]=1.[CH:16]([N:19]1[CH2:24][CH2:23][CH:22](O)[CH2:21][CH2:20]1)([CH3:18])[CH3:17].C(P(CCCC)CCCC)CCC.N(C(N1CCCCC1)=O)=NC(N1CCCCC1)=O>O1CCCC1>[CH:16]([N:19]1[CH2:24][CH2:23][CH:22]([O:1][C:2]2[CH:10]=[CH:9][C:8]3[N:7]4[CH2:11][CH2:12][NH:13][C:14](=[O:15])[C:6]4=[CH:5][C:4]=3[CH:3]=2)[CH2:21][CH2:20]1)([CH3:18])[CH3:17]. Reported procedure: To the suspension of 1.0 g (4.9 mmol) 8-hydroxy-3,4-dihydro-2H-pyrazino[1,2-a]indol-1-one in 70 ml tetrahydrofuran, a solution of 0.92 g (0.64 mmol) 1-isopropyl-piperidin-4-ol (commercially available) in 25 mL tetrahydrofuran, and 2.4 mL (2.0 g, 9.9 mmol) tributylphosphine were added. Another 20 mL tetrahydrofuran was added, and then the suspension was cooled to 0° C. Within 60 min., 2.5 g (9.9 mmol) 1,1′-(azodicarbonyl)dipiperidine was added under stirring and the reaction was allowed to reach ... The reactants are N#N (N2), FC(C)(F)C=1N=C(SC1)CN1N=C(C=C1)[N+](=O)[O-] (4-(1,1-difluoro-ethyl)-2-(3-nitro-pyrazol-1-ylmethyl)-thiazole), [NH4+].[Cl-] (NH4Cl). Reagents/catalysts: [Fe] (iron). The solvent is CCO (EtOH), O (water). Conditions: temperature 75 celsius, time 2.5 hour. Yields the product FC(C)(F)C=1N=C(SC1)CN1N=C(C=C1)N (1-[4-(1,1-Difluoro-ethyl)-thiazol-2-ylmethyl]-1H-pyrazol-3-ylamine). As a reaction SMILES: N#N.[F:3][C:4]([C:7]1[N:8]=[C:9]([CH2:12][N:13]2[CH:17]=[CH:16][C:15]([N+:18]([O-])=O)=[N:14]2)[S:10][CH:11]=1)([F:6])[CH3:5].[NH4+].[Cl-]>CCO.O.[Fe]>[F:3][C:4]([C:7]1[N:8]=[C:9]([CH2:12][N:13]2[CH:17]=[CH:16][C:15]([NH2:18])=[N:14]2)[S:10][CH:11]=1)([F:6])[CH3:5] |f:2.3|. Reported procedure: In a flame dried round-bottomed flask equipped with a magnetic stir bar and under inert atmosphere (N2), a solution of 4-(1,1-difluoro-ethyl)-2-(3-nitro-pyrazol-1-ylmethyl)-thiazole (95 mg, 0.35 mmol), iron powder (59 mg, 1.04 mmol) and NH4Cl (94 mg, 1.73 mmol) in a mixture of EtOH (3.0 mL) and water (1.5 mL) was stirred at 75° C. for 2.5 h. The reaction mixture was filtered while hot and concentrated under reduced pressure. CH2Cl2 (10 mL) was added followed by 1N NaOH (10 mL). The aq. layer was... The reactants are CCC1(O)CCc2cc(F)ccc21, ClCCl, O=C(O)C(F)(F)F, CS(=O)(=O)Nc1cccc2cc[nH]c12. Yields the product CCC1(c2c[nH]c3c(NS(C)(=O)=O)cccc23)CCc2cc(F)ccc21. Reaction SMILES: [CH2:1]([CH3:2])[C:3]1([OH:13])[CH2:4][CH2:5][c:6]2[cH:7][c:8]([F:12])[cH:9][cH:10][c:11]21.[Cl:35][CH2:36][Cl:37].[OH:28][C:29]([C:30]([F:31])([F:32])[F:33])=[O:34].[nH:14]1[cH:15][cH:16][c:17]2[cH:18][cH:19][cH:20][c:21]([NH:23][S:24](=[O:25])(=[O:26])[CH3:27])[c:22]12>>[CH2:1]([CH3:2])[C:3]1([c:16]2[cH:15][nH:14][c:22]3[c:17]2[cH:18][cH:19][cH:20][c:21]3[NH:23][S:24](=[O:25])(=[O:26])[CH3:27])[CH2:4][CH2:5][c:6]2[cH:7][c:8]([F:12])[cH:9][cH:10][c:11]21.